This data is from the Open Reaction Database (ORD), a public repository of structured organic reaction records. The task is: describe an organic reaction: reactants, conditions, products, and yield Reactants: FC1=C(C=C(CN(S(=O)(=O)C2=CC=CC=C2)C2=C(C3=C(S2)C=CC=C3)C(=O)O)C=C1)C(F)(F)F (N-(4-Fluoro-3-trifluoromethyl-benzyl)-N-(3-carboxy-benzo[b]thiophen-2-yl)-benzenesulfonamide), C(C)(C)N(CC)C(C)C (diisopropylethylamine), C=1C=CC(=CC1)P(=O)(C=2C=CC=CC2)N=[N+]=[N-] (DPPA), C(C)(C)(C)O (t-butanol). The product is C(C)(C)(C)OC(NC=1C2=C(SC1N(CC1=CC(=C(C=C1)F)C(F)(F)F)S(=O)(=O)C1=CC=CC=C1)C=CC=C2)=O ({2-[Benzenesulfonyl-(4-fluoro-3-trifluoromethyl-benzyl)-amino]-benzo[b]thiophen-3-yl}-carbamic acid t-butyl ester). The yield is 45.0%. Reaction SMILES: [F:1][C:2]1[CH:30]=[CH:29][C:5]([CH2:6][N:7]([C:17]2[S:21][C:20]3[CH:22]=[CH:23][CH:24]=[CH:25][C:19]=3[C:18]=2C(O)=O)[S:8]([C:11]2[CH:16]=[CH:15][CH:14]=[CH:13][CH:12]=2)(=[O:10])=[O:9])=[CH:4][C:3]=1[C:31]([F:34])([F:33])[F:32].C([N:38]([CH:41](C)C)CC)(C)C.C1C=CC(P(N=[N+]=[N-])(C2C=CC=CC=2)=[O:51])=CC=1.[C:61]([OH:65])([CH3:64])([CH3:63])[CH3:62]>>[C:61]([O:65][C:41](=[O:51])[NH:38][C:18]1[C:19]2[CH:25]=[CH:24][CH:23]=[CH:22][C:20]=2[S:21][C:17]=1[N:7]([S:8]([C:11]1[CH:12]=[CH:13][CH:14]=[CH:15][CH:16]=1)(=[O:10])=[O:9])[CH2:6][C:5]1[CH:29]=[CH:30][C:2]([F:1])=[C:3]([C:31]([F:34])([F:33])[F:32])[CH:4]=1)([CH3:64])([CH3:63])[CH3:62]. Procedure: A solution of compound 458-A (1.96 g, 3.85 mmol) and diisopropylethylamine (806 μL, 4.61 mmol) in t-butanol (30 mL) was treated with DPPA (1.0 mL, 4.61 mmol) and refluxed for 6 h. The solvent was evaporated in vacuo, and the crude residue purified by flash column chromatography (SiO2), eluting with an ethyl acetate (10-35%) in heptane gradient, to afford compound 509-A (1.0 g, 45%) as a yellow amorphous solid. 1H-NMR (CDCl3): δ 1.48 (br s, 9H), 4.74 (s, 2H), 6.92-7.14 (m, 2H), 7.29-7.39 (m, 2H),... The reactants are CCCCCCCCCCCBr, c1ccc(P(c2ccccc2)c2ccccc2)cc1, Cc1ccccc1C. Yields the product [Br-], CCCCCCCCCCC[P+](c1ccccc1)(c1ccccc1)c1ccccc1. As a reaction SMILES: [CH2:1]([CH2:2][CH2:3][CH2:4][CH2:5][CH2:6][CH2:7][CH2:8][CH2:9][CH2:10][CH3:11])[Br:12].[c:13]1([P:19]([c:20]2[cH:21][cH:22][cH:23][cH:24][cH:25]2)[c:26]2[cH:27][cH:28][cH:29][cH:30][cH:31]2)[cH:14][cH:15][cH:16][cH:17][cH:18]1.[c:32]1([CH3:33])[c:34]([CH3:35])[cH:36][cH:37][cH:38][cH:39]1>>[Br-:12].[CH2:1]([CH2:2][CH2:3][CH2:4][CH2:5][CH2:6][CH2:7][CH2:8][CH2:9][CH2:10][CH3:11])[P+:19]([c:13]1[cH:14][cH:15][cH:16][cH:17][cH:18]1)([c:20]1[cH:21][cH:22][cH:23][cH:24][cH:25]1)[c:26]1[cH:27][cH:28][cH:29][cH:30][cH:31]1. Reactants: C1CCNCC1, Cc1[nH]c(C=O)c(C)c1C(=O)N1CCN(C)CC1, CCO, Cl, O=C1Cc2c(cccc2-c2cncc(C(=O)O)c2)N1. Yields the product Cc1[nH]c(C=C2C(=O)Nc3cccc(-c4cncc(C(=O)O)c4)c32)c(C)c1C(=O)N1CCN(C)CC1. As a reaction SMILES: [CH2:38]1[CH2:39][CH2:40][NH:41][CH2:42][CH2:43]1.[CH3:20][c:21]1[c:22]([CH:36]=[O:37])[nH:23][c:24]([CH3:35])[c:25]1[C:26](=[O:27])[N:28]1[CH2:29][CH2:30][N:31]([CH3:34])[CH2:32][CH2:33]1.[CH3:45][CH2:46][OH:47].[ClH:44].[O:1]=[C:2]1[NH:3][c:4]2[cH:5][cH:6][cH:7][c:8](-[c:11]3[cH:12][n:13][cH:14][c:15]([C:16](=[O:17])[OH:18])[cH:19]3)[c:9]2[CH2:10]1>>[O:1]=[C:2]1[NH:3][c:4]2[cH:5][cH:6][cH:7][c:8](-[c:11]3[cH:12][n:13][cH:14][c:15]([C:16](=[O:17])[OH:18])[cH:19]3)[c:9]2[C:10]1=[CH:36][c:22]1[c:21]([CH3:20])[c:25]([C:26](=[O:27])[N:28]2[CH2:29][CH2:30][N:31]([CH3:34])[CH2:32][CH2:33]2)[c:24]([CH3:35])[nH:23]1. The reactants are COc1ccc(-c2nc3c(s2)C(=O)N(c2ccc(OC(=O)C(C)(C)C)c(OC)c2)CC3)cc1, C[O-], CCO, [Na+]. Yields the product COc1ccc(-c2nc3c(s2)C(=O)N(c2ccc(O)c(OC)c2)CC3)cc1. Reaction SMILES: [CH3:1][O:2][c:3]1[c:4]([O:27][C:28](=[O:29])[C:30]([CH3:31])([CH3:32])[CH3:33])[cH:5][cH:6][c:7]([N:9]2[C:10](=[O:26])[c:11]3[c:12]([n:15][c:16](-[c:18]4[cH:19][cH:20][c:21]([O:24][CH3:25])[cH:22][cH:23]4)[s:17]3)[CH2:13][CH2:14]2)[cH:8]1.[CH3:34][O-:35].[CH3:37][CH2:38][OH:39].[Na+:36]>>[CH3:1][O:2][c:3]1[c:4]([OH:27])[cH:5][cH:6][c:7]([N:9]2[C:10](=[O:26])[c:11]3[c:12]([n:15][c:16](-[c:18]4[cH:19][cH:20][c:21]([O:24][CH3:25])[cH:22][cH:23]4)[s:17]3)[CH2:13][CH2:14]2)[cH:8]1. Reaction SMILES: [CH3:25][O:26][CH2:27][CH2:28][OH:29].[Cl:1][c:2]1[n:3][n:4]2[c:5]([c:6]3[c:11]1[CH2:10][CH2:9][CH2:8][CH2:7]3)[n:12][n:13][c:14]2[CH3:15].[NH2:16][CH2:17][CH2:18][N:19]1[CH2:20][CH2:21][CH2:22][CH2:23]1.[OH2:24]>>[c:2]1([NH:16][CH2:17][CH2:18][N:19]2[CH2:20][CH2:21][CH2:22][CH2:23]2)[n:3][n:4]2[c:5]([c:6]3[c:11]1[CH2:10][CH2:9][CH2:8][CH2:7]3)[n:12][n:13][c:14]2[CH3:15]. Reactants: COCCO, Cc1nnc2c3c(c(Cl)nn12)CCCC3, NCCN1CCCC1, O. Product: Cc1nnc2c3c(c(NCCN4CCCC4)nn12)CCCC3.